Dataset: the Open Reaction Database (ORD), a public repository of structured organic reaction records. Task: describe an organic reaction: reactants, conditions, products, and yield RXN SMILES: [F:1][C:2]1[CH:7]=[CH:6][C:5]([CH2:8][CH:9]2[CH2:14][CH2:13][NH:12][CH2:11][CH2:10]2)=[CH:4][CH:3]=1.[CH2:15]([O:22][C:23]([NH:25][CH:26]([CH:34]1[O:36][CH2:35]1)[CH2:27][C:28]1[CH:33]=[CH:32][CH:31]=[CH:30][CH:29]=1)=[O:24])[C:16]1[CH:21]=[CH:20][CH:19]=[CH:18][CH:17]=1.CCOC(C)=O>CN(C=O)C>[CH2:15]([O:22][C:23]([NH:25][CH:26]([CH:34]([OH:36])[CH2:35][N:12]1[CH2:11][CH2:10][CH:9]([CH2:8][C:5]2[CH:4]=[CH:3][C:2]([F:1])=[CH:7][CH:6]=2)[CH2:14][CH2:13]1)[CH2:27][C:28]1[CH:29]=[CH:30][CH:31]=[CH:32][CH:33]=1)=[O:24])[C:16]1[CH:17]=[CH:18][CH:19]=[CH:20][CH:21]=1. Reported procedure: A solution of 4-(4-fluorophenyl)methyl-piperidine (0.515 g, 2.314 mmoles) and 2-benzyloxycarbonylamino-1-phenyl-3,4-epoxy-butane (0.688 g, 2.314 mmoles) in 5 mL of DMF was stirred for 4 hours at 100° C. and cooled to room temperature. After addition of EtOAc (30 mL), the mixture was washed with water (2×) and brine. The oranic solution was dried over Na2SO4, and evaporated to give an oily residue. It was then purified by passing through a plug of silica gel with elution by EtOAc to give pure pro... Solvent: CN(C)C=O (DMF). Reactants: FC1=CC=C(C=C1)CC1CCNCC1 (4-(4-fluorophenyl)methyl-piperidine), C(C1=CC=CC=C1)OC(=O)NC(CC1=CC=CC=C1)C1CO1 (2-benzyloxycarbonylamino-1-phenyl-3,4-epoxy-butane), CCOC(=O)C (EtOAc). Product: C(C1=CC=CC=C1)OC(=O)NC(CC1=CC=CC=C1)C(CN1CCC(CC1)CC1=CC=C(C=C1)F)O (2-Benzyloxycarbonylamino-4-[4-(4-fluorophenyl)methyl-1-piperidinyl]-1-phenyl-butan-3-ol). The reactants are BrCc1ccccc1 (BnBr), CC(C)(C)OC(=O)N1CCN(CC1)c2ccc(NC(=O)c3oc(cc3)c4ccc(cc4)C#N)cc2 (p-CN Core). Reagents/catalysts: O=S(=O)(O)O (H2SO4), CCN=P(N=P(N(C)C)(N(C)C)N(C)C)(N(C)C)N(C)C (P2-Et). The solvent is COCCOCCOC (diglyme), CN(C)C=O (DMF), CN(C)C=O (DMF), CN(C)C=O (DMF). Conditions: temperature 23 celsius, time 20 hour. Yields the product O=C(N(Cc1ccccc1)c2ccc(cc2)N3CCNCC3)c4oc(cc4)c5ccc(cc5)C#N (MK2_Alk_23), CC(C)(C)OC(=O)N1CCN(CC1)c2ccc(NC(=O)c3oc(cc3)c4ccc(cc4)C#N)cc2 (p-CN Core), CC(C)(C)OC(=O)N1CCN(CC1)c2ccc(NC(=O)c3oc(cc3)c4ccc(cc4)C#N)cc2 (MK2_Core_CN). The yield is 39.0%. Reactants: O=S1CCN(c2nc(Cl)nc3c(NCc4ccccc4)ncnc23)CC1, OCCN1CCNCC1. Yields the product O=S1CCN(c2nc(N3CCN(CCO)CC3)nc3c(NCc4ccccc4)ncnc23)CC1. As a reaction SMILES: [CH2:1]([c:2]1[cH:3][cH:4][cH:5][cH:6][cH:7]1)[NH:8][c:9]1[n:10][cH:11][n:12][c:13]2[c:14]1[n:15][c:16]([Cl:26])[n:17][c:18]2[N:19]1[CH2:20][CH2:21][S:22](=[O:25])[CH2:23][CH2:24]1.[OH:27][CH2:28][CH2:29][N:30]1[CH2:31][CH2:32][NH:33][CH2:34][CH2:35]1>>[CH2:1]([c:2]1[cH:3][cH:4][cH:5][cH:6][cH:7]1)[NH:8][c:9]1[n:10][cH:11][n:12][c:13]2[c:14]1[n:15][c:16]([N:33]1[CH2:32][CH2:31][N:30]([CH2:29][CH2:28][OH:27])[CH2:35][CH2:34]1)[n:17][c:18]2[N:19]1[CH2:20][CH2:21][S:22](=[O:25])[CH2:23][CH2:24]1. The reactants are C(CCC(=O)OC1=CC(N(C=2N=NC(=CC21)C2=CC=CC=C2)C)=O)(=O)OCC (ethyl 8-methyl-7-oxo-3-phenyl-7,8-dihydropyrido[2,3-c]pyridazin-5-yl succinate), C(C)(=O)[O-].[Na+] (sodium acetate), C(CCC(=O)OC1=CC(N(C=2N=NC(=CC21)C2=CC=CC=C2)C)=O)(=O)OCC (ethyl 8-methyl-7-oxo-3-phenyl-7,8-dihydropyrido[2,3-c]pyridazin-5-yl succinate), OC1=C(C(N(C=2N=NC(=CC21)C2=CC=CC=C2)C)=O)C(CCC(=O)OCC)=O (Ethyl 4-(5-hydroxy-8-methyl-7-oxo-3-phenyl-7,8-dihydropyrido[2,3-c]pyridazin-6-yl)-4-oxobutanoate), [Cl-].[Al+3].[Cl-].[Cl-] (aluminum chloride). Product: title compounds, OC1=C(C(N(C=2N=NC(=CC21)C2=CC=CC=C2)C)=O)C(CCC(=O)O)=O (4-(5-Hydroxy-8-methyl-7-oxo-3-phenyl-7,8-dihydropyrido[2,3-c]pyridazin-6-yl)-4-oxobutanoic acid). Reaction SMILES: [OH:1][C:2]1[C:11]2[CH:10]=[C:9]([C:12]3[CH:17]=[CH:16][CH:15]=[CH:14][CH:13]=3)[N:8]=[N:7][C:6]=2[N:5]([CH3:18])[C:4](=[O:19])[C:3]=1[C:20](=[O:28])[CH2:21][CH2:22][C:23]([O:25]CC)=[O:24].C(OCC)(=O)CCC(OC1C2C=C(C3C=CC=CC=3)N=NC=2N(C)C(=O)C=1)=O.C([O-])(=O)C.[Na+].[Cl-].[Al+3].[Cl-].[Cl-]>>[OH:1][C:2]1[C:11]2[CH:10]=[C:9]([C:12]3[CH:17]=[CH:16][CH:15]=[CH:14][CH:13]=3)[N:8]=[N:7][C:6]=2[N:5]([CH3:18])[C:4](=[O:19])[C:3]=1[C:20](=[O:28])[CH2:21][CH2:22][C:23]([OH:25])=[O:24] |f:2.3,4.5.6.7|. Procedure details: Ethyl 4-(5-hydroxy-8-methyl-7-oxo-3-phenyl-7,8-dihydropyrido[2,3-c]pyridazin-6-yl)-4-oxobutanoate. The title compounds is prepared by rearrangement of ethyl 8-methyl-7-oxo-3-phenyl-7,8-dihydropyrido[2,3-c]pyridazin-5-yl succinate using sodium acetate according to literature procedures. Alternatively, the title compound is prepared by rearrangement of ethyl 8-methyl-7-oxo-3-phenyl-7,8-dihydropyrido[2,3-c]pyridazin-5-yl succinate using aluminum chloride according to that described in Method 4 (ste... Starting materials: N1([C@H](C(=O)N[C@@H](CCCNC(=O)OC(C)(C)C)C(=O)O)CCC1)C(=O)C (Ac-Pro-Orn(Boc)-OH), S(=O)(=O)([O-])C1=CC=C(C)C=C1 (tosylate), NCC(=O)OCC1=CC=CC=C1 (H-Gly-OBzl), C=1C=CC2=C(C1)N=NN2O (HOBt), C1CCC(CC1)N=C=NC2CCCCC2 (DCC). The solvent is CN(C)C=O (DMF), CN(C)C=O (DMF). Run at temperature 0 celsius, time 1 hour. The product is N1([C@H](C(=O)N[C@@H](CCCNC(=O)OC(C)(C)C)C(=O)NCC(=O)OCC2=CC=CC=C2)CCC1)C(=O)C (Ac-Pro-Orn(Boc)-Gly-OBzl). The yield is 79.0%. RXN SMILES: [N:1]1([C:24]([CH3:26])=[O:25])[CH2:23][CH2:22][CH2:21][C@H:2]1[C:3]([NH:5][C@H:6]([C:18]([OH:20])=O)[CH2:7][CH2:8][CH2:9][NH:10][C:11]([O:13][C:14]([CH3:17])([CH3:16])[CH3:15])=[O:12])=[O:4].S(C1C=CC(C)=CC=1)([O-])(=O)=O.[NH2:38][CH2:39][C:40]([O:42][CH2:43][C:44]1[CH:49]=[CH:48][CH:47]=[CH:46][CH:45]=1)=[O:41].C1C=CC2N(O)N=NC=2C=1.C1CCC(N=C=NC2CCCCC2)CC1>CN(C=O)C>[N:1]1([C:24]([CH3:26])=[O:25])[CH2:23][CH2:22][CH2:21][C@H:2]1[C:3]([NH:5][C@H:6]([C:18]([NH:38][CH2:39][C:40]([O:42][CH2:43][C:44]1[CH:49]=[CH:48][CH:47]=[CH:46][CH:45]=1)=[O:41])=[O:20])[CH2:7][CH2:8][CH2:9][NH:10][C:11]([O:13][C:14]([CH3:15])([CH3:16])[CH3:17])=[O:12])=[O:4]. Procedure: 5.6 g of Ac-Pro-Orn(Boc)-OH, 5.0 g of the tosylate of H-Gly-OBzl and 2.0 g of HOBt are dissolved in 50 ml of DMF, cooled to 0° C., and 1.9 ml of NEM and 3.4 g of DCC in 5 ml of DMF are added. The mixture is stirred at 0° C. for one hour, and at room temperature overnight. After the urea has been removed by filtration, the solvent is removed by evaporation in vacuo, and the residue is chromatographed on silica gel (system 4). 6.1 g (yield: 79%) of Ac-Pro-Orn(Boc)-Gly-OBzl remain as an oil. Rf (sy... Starting materials: FC1=NC=CC(=C1)OC (2-fluoro-4-methoxypyridine), FC1=C(CO)C(=CC=C1)F (2,6-difluorobenzyl alcohol), solution, CC(C)([O-])C.[K+] (potassium tert-butoxide). The solvent is O1CCCC1 (tetrahydrofuran), O1CCCC1 (tetrahydrofuran). Conditions: time 18 hour. Yields the product FC1=C(COC2=NC=CC(=C2)OC)C(=CC=C1)F (2-[(2,6-Difluorobenzyl)oxy]-4-methoxypyridine). Isolated yield 66.0%. Reaction SMILES: F[C:2]1[CH:7]=[C:6]([O:8][CH3:9])[CH:5]=[CH:4][N:3]=1.[F:10][C:11]1[CH:18]=[CH:17][CH:16]=[C:15]([F:19])[C:12]=1[CH2:13][OH:14].CC(C)([O-])C.[K+]>O1CCCC1>[F:10][C:11]1[CH:18]=[CH:17][CH:16]=[C:15]([F:19])[C:12]=1[CH2:13][O:14][C:2]1[CH:7]=[C:6]([O:8][CH3:9])[CH:5]=[CH:4][N:3]=1 |f:2.3|. Procedure details: To a solution of 3.5 g (27.53 mmol) of 2-fluoro-4-methoxypyridine (CAS: 175965-83-0) and 3.97 g (27.53 mmol) of 2,6-difluorobenzyl alcohol in 97 ml of dry tetrahydrofuran, cooled beforehand to 0° C., were added dropwise 27.5 ml (27.53 mmol) of a 1M solution of potassium tert-butoxide in tetrahydrofuran. The resulting mixture was stirred at room temperature for 18 hours. The solvent was evaporated off and the residue was partitioned between water and ethyl acetate. The organic phase was removed, ...